Dataset: the Open Reaction Database (ORD), a public repository of structured organic reaction records. Task: describe an organic reaction: reactants, conditions, products, and yield Reactants: CC=1N=CNC1 (4-methylimidazole), [H-].[Na+] (sodium hydride), O (water), COC1=C(C=CC=C1)C=1SC=C(N1)CCl (2-(o-Methoxyphenyl)-4-chloromethylthiazole), 1-v. Procedure: To a solution of 82 mg of 4-methylimidazole in 10 ml of tetrahydrofuran at 5° C. was added 50 mg of sodium hydride in 50% oil and the resulting mixture stirred at 5° C. for 20 minutes. 2-(o-Methoxyphenyl)-4-chloromethylthiazole (240 mg) in 5 ml of the same solvent was added and the reation mixture heated at reflux for 2 hours. The reaction mixture was cooled to room temperature and treated with 1 ml of water. The water and solvent were removed in vacuo and the residue dissolved in chloroform. Th... The solvent is O1CCCC1 (tetrahydrofuran), oil, same solvent. RXN SMILES: [CH3:1][C:2]1[N:3]=[CH:4][NH:5][CH:6]=1.[H-].[Na+].[CH3:9][O:10][C:11]1[CH:16]=[CH:15][CH:14]=[CH:13][C:12]=1[C:17]1[S:18][CH:19]=[C:20]([CH2:22]Cl)[N:21]=1.O>O1CCCC1>[CH3:9][O:10][C:11]1[CH:16]=[CH:15][CH:14]=[CH:13][C:12]=1[C:17]1[S:18][CH:19]=[C:20]([CH2:22][N:3]2[C:2]([CH3:1])=[CH:6][N:5]=[CH:4]2)[N:21]=1 |f:1.2|. Conditions: temperature 5 celsius, time 20 minute. The product is COC1=C(C=CC=C1)C=1SC=C(N1)CN1C=NC=C1C (1-(2'-[o-Methoxyphenyl]thiazol-4-ylmethyl)-5-methylimidazole). Starting materials: [H-].[Al+3].[Li+].[H-].[H-].[H-] (lithium aluminum hydride), CS(=O)C=C1C(CCC1(C)C)(C)C (2,2,5,5-tetramethylcyclopentylidenemethyl methyl sulfoxide), C(C)(=O)OCC (ethyl acetate). The solvent is O1CCCC1 (tetrahydrofuran). Run at time 10 hour. The product is CSC=C1C(CCC1(C)C)(C)C (2,2,5,5-tetramethylcyclopentylidenemethyl methyl sulfide). Isolated yield 75.0%. As a reaction SMILES: [CH3:1][S:2]([CH:4]=[C:5]1[C:9]([CH3:11])([CH3:10])[CH2:8][CH2:7][C:6]1([CH3:13])[CH3:12])=O.[H-].[Al+3].[Li+].[H-].[H-].[H-].C(OCC)(=O)C>O1CCCC1>[CH3:1][S:2][CH:4]=[C:5]1[C:9]([CH3:11])([CH3:10])[CH2:8][CH2:7][C:6]1([CH3:13])[CH3:12] |f:1.2.3.4.5.6|. Procedure details: 20 g of 2,2,5,5-tetramethylcyclopentylidenemethyl methyl sulfoxide was dissolved in 200 ml of tetrahydrofuran, and 4.0 g of lithium aluminum hydride was added thereto in small portions. The mixture was stirred at room temperature for 10 hours, and then 100 ml of ethyl acetate was added dropwise thereto. After the mixture was subjected to filtration, the filtrate was concentrated under reduced pressure. The oily substance was subjected to silica gel column chromatography using ethyl acetate-n-hex... The reactants are CC=1C=C(C=CC1C(F)(F)F)C(CC(C(F)(F)F)=O)=O (1-(3-methyl-4-trifluoromethyl-phenyl)-4,4,4-trifluoro-butane-1,3-dione), 3-methyl-4-trifluoromethyl-acetophenone, NC1=NNC=C1C1=CC(=NC(=C1)C)C (3-amino-4-(2,6-dimethyl-4-pyridinyl)-pyrazole). Product: CC=1C=C(C=CC1C(F)(F)F)C1=NC=2N(C(=C1)C(F)(F)F)N=CC2C2=CC(=NC(=C2)C)C (5-(3-Methyl-4-trifluoromethyl-phenyl)-3-(2,6-dimethyl-pyridin-4-yl)-7-trifluoromethyl-pyrazolo[1,5-a]pyrimidine). Yield: 47.5%. Reaction SMILES: [CH3:1][C:2]1[CH:3]=[C:4]([C:12](=O)[CH2:13][C:14](=O)[C:15]([F:18])([F:17])[F:16])[CH:5]=[CH:6][C:7]=1[C:8]([F:11])([F:10])[F:9].[NH2:21][C:22]1[C:26]([C:27]2[CH:32]=[C:31]([CH3:33])[N:30]=[C:29]([CH3:34])[CH:28]=2)=[CH:25][NH:24][N:23]=1>>[CH3:1][C:2]1[CH:3]=[C:4]([C:12]2[CH:13]=[C:14]([C:15]([F:18])([F:17])[F:16])[N:23]3[N:24]=[CH:25][C:26]([C:27]4[CH:32]=[C:31]([CH3:33])[N:30]=[C:29]([CH3:34])[CH:28]=4)=[C:22]3[N:21]=2)[CH:5]=[CH:6][C:7]=1[C:8]([F:11])([F:10])[F:9]. Reported procedure: Reaction of 1-(3-methyl-4-trifluoromethyl-phenyl)-4,4,4-trifluoro-butane-1,3-dione (149 mg, 0.5 mmol), prepared from 3-methyl-4-trifluoromethyl-acetophenone (synthesis: see part acetophenone derivatives) according to general procedure A, and 3-amino-4-(2,6-dimethyl-4-pyridinyl)-pyrazole [prepared from 4-cyanomethyl-2,6-dimethyl-pyridine, CAS No. 130138-46-4, see part synthesis of amino-pyrazole derivatives] (94 mg, 0.5 mmol) according to general procedure B yielded the title compound as a yellow...